This data is from the Open Reaction Database (ORD), a public repository of structured organic reaction records. The task is: describe an organic reaction: reactants, conditions, products, and yield Reactants: [OH-].[Na+] (NaOH), OC1CC=2C(=NC(=C(N2)C2=CC=C(C=C2)C)C2=CC=C(C=C2)C)N(C1)CCCCCCC(=O)OCC (ethyl 7-(7-hydroxy-2,3-dip-tolyl-7,8-dihydropyrido[2,3-b]pyrazin-5(6H)-yl)heptanoate), Cl (HCl). Run in C(C)O (ethanol). Reaction conditions: time 8 hour. Yields the product OC1CC=2C(=NC(=C(N2)C2=CC=C(C=C2)C)C2=CC=C(C=C2)C)N(C1)CCCCCCC(=O)O (7-(7-hydroxy-2,3-dip-tolyl-7,8-dihydropyrido[2,3-b]pyrazin-5(6H)-yl)heptanoic acid). Reaction SMILES: [OH:1][CH:2]1[CH2:25][N:24]([CH2:26][CH2:27][CH2:28][CH2:29][CH2:30][CH2:31][C:32]([O:34]CC)=[O:33])[C:5]2=[N:6][C:7]([C:17]3[CH:22]=[CH:21][C:20]([CH3:23])=[CH:19][CH:18]=3)=[C:8]([C:10]3[CH:15]=[CH:14][C:13]([CH3:16])=[CH:12][CH:11]=3)[N:9]=[C:4]2[CH2:3]1.[OH-].[Na+].Cl>C(O)C>[OH:1][CH:2]1[CH2:25][N:24]([CH2:26][CH2:27][CH2:28][CH2:29][CH2:30][CH2:31][C:32]([OH:34])=[O:33])[C:5]2=[N:6][C:7]([C:17]3[CH:22]=[CH:21][C:20]([CH3:23])=[CH:19][CH:18]=3)=[C:8]([C:10]3[CH:11]=[CH:12][C:13]([CH3:16])=[CH:14][CH:15]=3)[N:9]=[C:4]2[CH2:3]1 |f:1.2|. Procedure details: Enantiomer 1 of ethyl 7-(7-hydroxy-2,3-dip-tolyl-7,8-dihydropyrido[2,3-b]pyrazin-5(6H)-yl)heptanoate (step 3) (5.6 mg, 0.011 mmol) was dissolved in ethanol (0.5 ml) and 2M NaOH (0.023 ml, 0.046 mmol) was added. The solution was stirred at room temperature overnight under an atmosphere of nitrogen. To the reaction mixture was added 2M HCl until the pH was below pH5. The volatile solvent was removed by distillation. To the residue was added water (10 ml) and the mixture was extracted with ethyl ac...